Dataset: the Open Reaction Database (ORD), a public repository of structured organic reaction records. Task: describe an organic reaction: reactants, conditions, products, and yield The reactants are Cl.N(N)C1=NC=CC(=C1)C#N (2-hydrazinylpyridine-4-carbonitrile hydrochloride salt), CN(/C=C/C(=O)C1=CC(=CC=C1)OC)C ((2E)-3-(dimethylamino)-1-(3-methoxyphenyl)prop-2-en-1-one). Yields the product COC=1C=C(C=CC1)C1=CC=NN1C1=NC=CC(=C1)C#N (2-[5-(3-methoxyphenyl)-1H-pyrazol-1-yl]pyridine-4-carbonitrile). Yield: 98.0%. RXN SMILES: Cl.[NH:2]([C:4]1[CH:9]=[C:8]([C:10]#[N:11])[CH:7]=[CH:6][N:5]=1)[NH2:3].CN(C)/[CH:14]=[CH:15]/[C:16]([C:18]1[CH:23]=[CH:22][CH:21]=[C:20]([O:24][CH3:25])[CH:19]=1)=O>>[CH3:25][O:24][C:20]1[CH:19]=[C:18]([C:16]2[N:2]([C:4]3[CH:9]=[C:8]([C:10]#[N:11])[CH:7]=[CH:6][N:5]=3)[N:3]=[CH:14][CH:15]=2)[CH:23]=[CH:22][CH:21]=1 |f:0.1|. Procedure details: The title compound was prepared in 98% yield from 2-hydrazinylpyridine-4-carbonitrile hydrochloride salt (PREPARATION 3) and (2E)-3-(dimethylamino)-1-(3-methoxyphenyl)prop-2-en-1-one according to the procedure for the preparation of Example 12, part B. 1H NMR (400 MHz, CDCl3): δ 3.78 (3H, s), 6.53 (1H, s), 6.81-6.85 (2H, m), 6.90-6.93 (1H, m), 7.24-7.28 (1H, m), 7.38 (1H, dd, J=5.6, 1.2 Hz), 7.77 (1H, d, J=2.0 Hz), 7.93 (1H, s), 8.44 (1H, dd, J=5.2, 0.8 Hz).